From a dataset of the Open Reaction Database (ORD), a public repository of structured organic reaction records. describe an organic reaction: reactants, conditions, products, and yield Reactants: C1CCOC1, CN, Nc1cc(Cl)ccc1C(=O)O. Yields the product CNC(=O)c1ccc(Cl)cc1N. Reaction SMILES: [CH2:14]1[O:15][CH2:16][CH2:17][CH2:18]1.[CH3:12][NH2:13].[NH2:1][c:2]1[c:3]([C:4](=[O:5])[OH:6])[cH:7][cH:8][c:9]([Cl:11])[cH:10]1>>[NH2:1][c:2]1[c:3]([C:4](=[O:5])[NH:13][CH3:12])[cH:7][cH:8][c:9]([Cl:11])[cH:10]1. Starting materials: CC(C)(C)OC(=O)CNC(=O)C1=C(O)c2ccc(Br)cc2C(C)(C)C1=O, O=C(O)C(F)(F)F, O. The product is CC1(C)C(=O)C(C(=O)NCC(=O)O)=C(O)c2ccc(Br)cc21. Reaction SMILES: [Br:1][c:2]1[cH:3][cH:4][c:5]2[c:10]([cH:11]1)[C:9]([CH3:12])([CH3:13])[C:8](=[O:14])[C:7]([C:15](=[O:16])[NH:17][CH2:18][C:19](=[O:20])[O:21][C:22]([CH3:23])([CH3:24])[CH3:25])=[C:6]2[OH:26].[F:27][C:28]([F:29])([F:30])[C:31]([OH:32])=[O:33].[OH2:34]>>[Br:1][c:2]1[cH:3][cH:4][c:5]2[c:10]([cH:11]1)[C:9]([CH3:12])([CH3:13])[C:8](=[O:14])[C:7]([C:15](=[O:16])[NH:17][CH2:18][C:19](=[O:20])[OH:21])=[C:6]2[OH:26]. The product is C12CN(CC(CC1)O2)C2=C1C(=NC(=N2)C2=CC=C(C=C2)NC(=O)NC=2C=NC(=CC2)N(C)C)N(N=C1)CC (1-(4-(4-(8-oxa-3-azabicyclo[3.2.1]octan-3-yl)-1-ethyl-1H-pyrazolo[3,4-d]pyrimidin-6-yl)phenyl)-3-(6-(dimethylamino)pyridin-3-yl)urea). The reactants are NC1=CC=CC=C1 (aniline), NC(=O)N (urea), C12CN(CC(CC1)O2)C2=C1C(=NC(=N2)C2=CC=C(C=C2)NC(=O)NCC)N(N=C1)C1CCN(CC1)C(=O)OCC (ethyl 4-(4-(8-oxa-3-azabicyclo[3.2.1]octan-3-yl)-6-(4-(3-ethylureido)phenyl)-1H-pyrazolo[3,4-d]pyrimidin-1-yl)piperidine-1-carboxylate), CN(C1=NC=C(C=C1)N)C.O1CCN(CC1)CCOC1=CC=C(C=N1)N (6-(2-morpholinoethoxy)pyridin-3-amine N2,N2-dimethylpyridine-2,5-diamine). Reaction SMILES: NC(N)=O.[CH:5]12[O:12][CH:9]([CH2:10][CH2:11]1)[CH2:8][N:7]([C:13]1[N:18]=[C:17]([C:19]3[CH:24]=[CH:23][C:22]([NH:25][C:26]([NH:28][CH2:29][CH3:30])=[O:27])=[CH:21][CH:20]=3)[N:16]=[C:15]3[N:31]([CH:34]4[CH2:39]CN(C(OCC)=O)CC4)[N:32]=[CH:33][C:14]=13)[CH2:6]2.[CH3:45][N:46]([CH3:54])[C:47]1[CH:52]=CC(N)=[CH:49][N:48]=1.O1CCN(CCOC2N=CC(N)=CC=2)CC1.NC1C=CC=CC=1>>[CH:9]12[O:12][CH:5]([CH2:11][CH2:10]1)[CH2:6][N:7]([C:13]1[N:18]=[C:17]([C:19]3[CH:20]=[CH:21][C:22]([NH:25][C:26]([NH:28][C:29]4[CH:49]=[N:48][C:47]([N:46]([CH3:54])[CH3:45])=[CH:52][CH:30]=4)=[O:27])=[CH:23][CH:24]=3)[N:16]=[C:15]3[N:31]([CH2:34][CH3:39])[N:32]=[CH:33][C:14]=13)[CH2:8]2 |f:2.3|. Procedure: A urea formation procedure similar to that used for the synthesis of ethyl 4-(4-(8-oxa-3-azabicyclo[3.2.1]octan-3-yl)-6-(4-(3-ethylureido)phenyl)-1H-pyrazolo[3,4-d]pyrimidin-1-yl)piperidine-1-carboxylate is used, utilizing 6-(2-morpholinoethoxy)pyridin-3-amine N2,N2-dimethylpyridine-2,5-diamine as the aniline component. (5%, MS=514.3 (M+H)) The reactants are COC1=CC=C(CN2C(N(C=3N=C(NC3C2=O)CCCOC2=CC(=CC=C2)OC(F)(F)F)C)=O)C=C1 (1-(4-methoxybenzyl)-3-methyl-8-(3-(3-(trifluoromethoxy)phenoxy)propyl)-1H-purine-2,6(3H,7H)-dione), COC1=CC=C(CN2C(N(C=3N=C(NC3C2=O)CCCOC2=CC(=CC=C2)OC(F)(F)F)C)=O)C=C1 (1-(4-methoxybenzyl)-3-methyl-8-(3-(3-(trifluoromethoxy)phenoxy)propyl)-1H-purine-2,6(3H,7H)-dione), BrCC1=CC=C(C=C1)Cl (1-(bromomethyl)-4-chlorobenzene), C([O-])([O-])=O.[K+].[K+] (potassium carbonate). The reagents and catalysts are CCCC[N+](CCCC)(CCCC)CCCC.[I-] (TBAI). The solvent is CN(C)C=O (DMF). Run at temperature 60 celsius, time 8 hour. The product is crude product, ClC1=CC=C(CN2C(=NC=3N(C(N(C(C23)=O)CC2=CC=C(C=C2)OC)=O)C)CCCOC2=CC(=CC=C2)OC(F)(F)F)C=C1 (7-(4-chlorobenzyl)-1-(4-methoxybenzyl)-3-methyl-8-(3-(3-(trifluoromethoxy)phenoxy)propyl)-1H-purine-2,6(3H,7H)-dione). Isolated yield 91.4%. Reaction SMILES: [CH3:1][O:2][C:3]1[CH:36]=[CH:35][C:6]([CH2:7][N:8]2[C:16](=[O:17])[C:15]3[NH:14][C:13]([CH2:18][CH2:19][CH2:20][O:21][C:22]4[CH:27]=[CH:26][CH:25]=[C:24]([O:28][C:29]([F:32])([F:31])[F:30])[CH:23]=4)=[N:12][C:11]=3[N:10]([CH3:33])[C:9]2=[O:34])=[CH:5][CH:4]=1.Br[CH2:38][C:39]1[CH:44]=[CH:43][C:42]([Cl:45])=[CH:41][CH:40]=1.C(=O)([O-])[O-].[K+].[K+]>CN(C=O)C.CCCC[N+](CCCC)(CCCC)CCCC.[I-]>[Cl:45][C:42]1[CH:43]=[CH:44][C:39]([CH2:38][N:14]2[C:15]3[C:16](=[O:17])[N:8]([CH2:7][C:6]4[CH:5]=[CH:4][C:3]([O:2][CH3:1])=[CH:36][CH:35]=4)[C:9](=[O:34])[N:10]([CH3:33])[C:11]=3[N:12]=[C:13]2[CH2:18][CH2:19][CH2:20][O:21][C:22]2[CH:27]=[CH:26][CH:25]=[C:24]([O:28][C:29]([F:31])([F:32])[F:30])[CH:23]=2)=[CH:40][CH:41]=1 |f:2.3.4,6.7|. Procedure: To a solution of 1-(4-methoxybenzyl)-3-methyl-8-(3-(3-(trifluoromethoxy)phenoxy)propyl)-1H-purine-2,6(3H,7H)-dione (130 mg, 0.261 mmol, intermediate 60) in DMF (3 mL) was added 1-(bromomethyl)-4-chlorobenzene (70 mg, 0.345 mmol), followed by potassium carbonate (107 mg, 0.775 mmol) and TBAI (5 mg, 0.014 mmol). The mixture was stirred at 60° C. overnight. The reaction was cooled and partitioned between ethyl acetate and water. The combined organic phase was washed with brine, dried over sodium su...